Dataset: the Open Reaction Database (ORD), a public repository of structured organic reaction records. Task: describe an organic reaction: reactants, conditions, products, and yield The reactants are C=CCCBr, F[Si](F)(c1ccccc1)c1ccccc1, I, [Mg]. Yields the product C=CCC[Si](F)(c1ccccc1)c1ccccc1. As a reaction SMILES: [Br:3][CH2:4][CH2:5][CH:6]=[CH2:7].[F:8][Si:9]([c:10]1[cH:11][cH:12][cH:13][cH:14][cH:15]1)([c:16]1[cH:17][cH:18][cH:19][cH:20][cH:21]1)[F:22].[I:2].[Mg:1]>>[CH2:4]([CH2:5][CH:6]=[CH2:7])[Si:9]([F:8])([c:10]1[cH:11][cH:12][cH:13][cH:14][cH:15]1)[c:16]1[cH:17][cH:18][cH:19][cH:20][cH:21]1.